This data is from the Open Reaction Database (ORD), a public repository of structured organic reaction records. The task is: describe an organic reaction: reactants, conditions, products, and yield The reactants are CCCCCCCC(=O)C([NH3+])(C(=O)CCCCCCC)C(=O)CCCCCCC, CN(C)CCCO, [Cl-], O=[N+]([O-])c1ccc(F)cc1, [K+], [OH-]. The product is CN(C)CCCOc1ccc([N+](=O)[O-])cc1. Reaction SMILES: [C:21]([C:22]([NH3+:23])([C:24](=[O:25])[CH2:26][CH2:27][CH2:28][CH2:29][CH2:30][CH2:31][CH3:32])[C:33](=[O:34])[CH2:35][CH2:36][CH2:37][CH2:38][CH2:39][CH2:40][CH3:41])(=[O:42])[CH2:43][CH2:44][CH2:45][CH2:46][CH2:47][CH2:48][CH3:49].[CH3:11][N:12]([CH2:13][CH2:14][CH2:15][OH:16])[CH3:17].[Cl-:20].[F:1][c:2]1[cH:3][cH:4][c:5]([N+:8](=[O:9])[O-:10])[cH:6][cH:7]1.[K+:19].[OH-:18]>>[c:2]1([O:16][CH2:15][CH2:14][CH2:13][N:12]([CH3:11])[CH3:17])[cH:3][cH:4][c:5]([N+:8](=[O:9])[O-:10])[cH:6][cH:7]1. Reactants: C(C1=CC=CC=C1)[C@H](C(=O)N1C(OC[C@@H]1CC1=CC=CC=C1)=O)\C=C\CC(=O)N1C(OC[C@@H]1CC1=CC=CC=C1)=O ((S,E)-2-benzyl-1,6-bis((S)-4-benzyl-2-oxooxazolidin-3-yl)hex-3-ene-1,6-dione), C[Si](C)(C)[N-][Si](C)(C)C.[Na+] (NaHMDS), [NH4+].[Cl-] (NH4Cl), C(C)I (ethyl iodide). Solvent: C1CCOC1 (THF), C1CCOC1 (THF). Reaction conditions: temperature -78 celsius, time 1 hour. Product: C(C1=CC=CC=C1)[C@H](C(=O)N1C(OC[C@@H]1CC1=CC=CC=C1)=O)\C=C\[C@@H](C(=O)N1C(OC[C@@H]1CC1=CC=CC=C1)=O)CC ((2S,5S,E)-2-benzyl-1,6-bis((S)-4-benzyl-2-oxooxazolidin-3-yl)-5-ethylhex-3-ene-1,6-dione). Yield: 15.9%. Reaction SMILES: [CH2:1]([C@@H:8](/[CH:24]=[CH:25]/[CH2:26][C:27]([N:29]1[C@@H:33]([CH2:34][C:35]2[CH:40]=[CH:39][CH:38]=[CH:37][CH:36]=2)[CH2:32][O:31][C:30]1=[O:41])=[O:28])[C:9]([N:11]1[C@@H:15]([CH2:16][C:17]2[CH:22]=[CH:21][CH:20]=[CH:19][CH:18]=2)[CH2:14][O:13][C:12]1=[O:23])=[O:10])[C:2]1[CH:7]=[CH:6][CH:5]=[CH:4][CH:3]=1.C[Si]([N-][Si](C)(C)C)(C)C.[Na+].[CH2:52](I)[CH3:53].[NH4+].[Cl-]>C1COCC1>[CH2:1]([C@@H:8](/[CH:24]=[CH:25]/[C@H:26]([CH2:52][CH3:53])[C:27]([N:29]1[C@@H:33]([CH2:34][C:35]2[CH:36]=[CH:37][CH:38]=[CH:39][CH:40]=2)[CH2:32][O:31][C:30]1=[O:41])=[O:28])[C:9]([N:11]1[C@@H:15]([CH2:16][C:17]2[CH:22]=[CH:21][CH:20]=[CH:19][CH:18]=2)[CH2:14][O:13][C:12]1=[O:23])=[O:10])[C:2]1[CH:3]=[CH:4][CH:5]=[CH:6][CH:7]=1 |f:1.2,4.5|. Procedure: To a solution of (S,E)-2-benzyl-1,6-bis((S)-4-benzyl-2-oxooxazolidin-3-yl)hex-3-ene-1,6-dione (600 mg, 1.08 mmol) in THF (50 mL) at −78° C., a solution of NaHMDS (1 M in THF, 1.4 mL, 1.4 mmol) in diluted with THF (2.5 mL) was added dropwise. The reaction mixture was stirred for 1 hr at −78° C. and ethyl iodide (1.70 g, 10.9 mmol) was added dropwise. The reaction mixture was warmed to rt and allowed to stir overnight. Saturated aqueous NH4Cl (3 mL) was added to the reaction mixture and the crude ...